From a dataset of the Open Reaction Database (ORD), a public repository of structured organic reaction records. describe an organic reaction: reactants, conditions, products, and yield The reactants are C(=O)([O-])C(O)C(O)C(=O)[O-].[K+].[K+] (potassium tartrate), [H-].[Al+3].[Li+].[H-].[H-].[H-] (Lithium aluminium hydride), C(C)(=O)OCC (ethyl acetate), CC1=C(C(=O)N(C2=CC=CC=C2)C)C=CN=C1 (3,N-dimethyl-N-phenyl-isonicotinamide). Run in O1CCCC1 (tetrahydrofuran), O1CCCC1 (tetrahydrofuran), CO (Methanol). Run at time 2 hour. The product is CC=1C=NC=CC1C=O (3-Methylpyridine-4-carboxaldehyde). The yield is 69.7%. RXN SMILES: [H-].[Al+3].[Li+].[H-].[H-].[H-].C(OCC)(=O)C.[CH3:13][C:14]1[CH:29]=[N:28][CH:27]=[CH:26][C:15]=1[C:16](N(C)C1C=CC=CC=1)=[O:17].C(C(C(C([O-])=O)O)O)([O-])=O.[K+].[K+]>O1CCCC1.CO>[CH3:13][C:14]1[CH:29]=[N:28][CH:27]=[CH:26][C:15]=1[CH:16]=[O:17] |f:0.1.2.3.4.5,8.9.10|. Procedure details: 1M Lithium aluminium hydride in tetrahydrofuran (6.96 ml, 6.96 mmol) in anhydrous tetrahydrofaran (15 ml) under a nitrogen atmosphere, was cooled to -10° C. and treated with ethyl acetate (0.61 g, 6.96 mmol) dropwise. After 10 minutes this solution was treated with dropwise addition of 3,N-dimethyl-N-phenyl-isonicotinamide (1.50 g, 6.63 mmol, J. Chem. Res., Synop. 1986, 20-21) in tetrahydrofuran (15 ml). After 2 hours at -10° C. the mixture was allowed to warm to room temperature. Methanol (10 m... The reactants are O=Cc1ccc(OCc2ccccc2)cc1, C1CCOC1, [Li]CCCC, CN(C)C=S, CC(C)NC(C)C. Product: CN(C)C(=S)C(O)c1ccc(OCc2ccccc2)cc1. RXN SMILES: [CH2:13]([c:14]1[cH:15][cH:16][cH:17][cH:18][cH:19]1)[O:20][c:21]1[cH:22][cH:23][c:24]([CH:25]=[O:26])[cH:27][cH:28]1.[CH2:34]1[O:35][CH2:36][CH2:37][CH2:38]1.[CH2:8]([Li:9])[CH2:10][CH2:11][CH3:12].[CH3:29][N:30]([CH:31]=[S:32])[CH3:33].[CH:1]([NH:2][CH:3]([CH3:4])[CH3:5])([CH3:6])[CH3:7]>>[CH2:13]([c:14]1[cH:15][cH:16][cH:17][cH:18][cH:19]1)[O:20][c:21]1[cH:22][cH:23][c:24]([CH:25]([OH:26])[C:31]([N:30]([CH3:29])[CH3:33])=[S:32])[cH:27][cH:28]1. Starting materials: O=C1N(C=NC2=CC=C(C=C12)C#CCC1=CC=CC=C1)CC1=CC=C(C(=O)OC(C)(C)C)C=C1 (tert-Butyl 4-[4-oxo-6-(3-phenyl-prop-1-ynyl)-4H-quinazoline-3-ylmethyl]-benzoate), N (ammonia), C(C(=O)Cl)(=O)Cl (oxalyl chloride). The reagents and catalysts are CN(C)C=O (DMF). The solvent is O1CCOCC1 (dioxane), ClCCl (dichloromethane). Reaction conditions: time 12 hour. The product is O=C1N(C=NC2=CC=C(C=C12)C#CCC1=CC=CC=C1)CC1=CC=C(C(=O)N)C=C1 (4-[4-oxo-6-(3-phenyl-prop-1-ynyl)-4H-quinazoline-3-ylmethyl]-benzamide). As a reaction SMILES: [O:1]=[C:2]1[C:11]2[C:6](=[CH:7][CH:8]=[C:9]([C:12]#[C:13][CH2:14][C:15]3[CH:20]=[CH:19][CH:18]=[CH:17][CH:16]=3)[CH:10]=2)[N:5]=[CH:4][N:3]1[CH2:21][C:22]1[CH:34]=[CH:33][C:25]([C:26]([O:28]C(C)(C)C)=O)=[CH:24][CH:23]=1.C(Cl)(=O)C(Cl)=O.[NH3:41]>ClCCl.CN(C=O)C.O1CCOCC1>[O:1]=[C:2]1[C:11]2[C:6](=[CH:7][CH:8]=[C:9]([C:12]#[C:13][CH2:14][C:15]3[CH:16]=[CH:17][CH:18]=[CH:19][CH:20]=3)[CH:10]=2)[N:5]=[CH:4][N:3]1[CH2:21][C:22]1[CH:23]=[CH:24][C:25]([C:26]([NH2:41])=[O:28])=[CH:33][CH:34]=1. Procedure: 0.1 g (0.254 mmol) of the compound of Example 18 is suspended in 50 ml of dichloromethane. 35.4 mg of oxalyl chloride (0.279 mmol) is added, followed by 1 drop of DMF. The reaction is refluxed under nitrogen for 2 hours, and stirred at room temperature for an additional 12 hours. Then an excess amount of 0.5 M ammonia in dioxane is added. The reaction is stirred at room temperature for 1 hour. The solvent is then removed in vacuum and the residue is washed with 1:1 water:methanol to yield 70 mg ... Reactants: [N+](=O)([O-])[O-].[K+] (potassium nitrate), FC(C(=O)O)(F)F (trifluoroacetic acid), C(C)(=O)N1C(CCC1)C1=C(C=C(C=C1)NC(=O)C1=NC=CC=C1)F (pyridine-2-carboxylic acid-(4-(1-acetyl-pyrrolidin-2-yl)-3-fluoro-phenyl)-amide). Run at time 2 day. The product is C(C)(=O)N1C(CCC1)C1=CC(=C(C=C1F)NC(=O)C1=NC=CC=C1)[N+](=O)[O-] (pyridine-2-carboxylic acid-(4-(1-acetyl-pyrrolidin-2-yl)-5-fluoro-2-nitro-phenyl)-amide). As a reaction SMILES: [N+:1]([O-:4])([O-])=[O:2].[K+].FC(F)(F)C(O)=O.[C:13]([N:16]1[CH2:20][CH2:19][CH2:18][CH:17]1[C:21]1[CH:26]=[CH:25][C:24]([NH:27][C:28]([C:30]2[CH:35]=[CH:34][CH:33]=[CH:32][N:31]=2)=[O:29])=[CH:23][C:22]=1[F:36])(=[O:15])[CH3:14]>>[C:13]([N:16]1[CH2:20][CH2:19][CH2:18][CH:17]1[C:21]1[C:22]([F:36])=[CH:23][C:24]([NH:27][C:28]([C:30]2[CH:35]=[CH:34][CH:33]=[CH:32][N:31]=2)=[O:29])=[C:25]([N+:1]([O-:4])=[O:2])[CH:26]=1)(=[O:15])[CH3:14] |f:0.1|. Procedure: 94 mg of potassium nitrate was added to a trifluoroacetic acid (3 ml) solution of pyridine-2-carboxylic acid-(4-(1-acetyl-pyrrolidin-2-yl)-3-fluoro-phenyl)-amide, and the reaction liquid was stirred at room temperature for 2 days. The reaction liquid was distilled under reduced pressure, diluted with chloroform, and made basic with aqueous saturated sodium bicarbonate solution, and then extracted with chloroform. The organic layers were combined, washed with saturated saline, and dried with anhy... Reactants: ClC1=CC=C(CC2=C(N=C(O2)I)C(=O)OCC)C=C1 (Ethyl 5-(4-chlorobenzyl)-2-iodo-1,3-oxazole-4-carboxylate), [Cl-].[Li+] (Lithium chloride), C[Sn](C1=CC=NC=C1)(C)C (Trimethyl(4-pyridyl)tin). Reagents/catalysts: C=1C=CC(=CC1)[P](C=2C=CC=CC2)(C=3C=CC=CC3)[Pd]([P](C=4C=CC=CC4)(C=5C=CC=CC5)C=6C=CC=CC6)([P](C=7C=CC=CC7)(C=8C=CC=CC8)C=9C=CC=CC9)[P](C=1C=CC=CC1)(C=1C=CC=CC1)C=1C=CC=CC1 (Tetrakis(triphenylphosphine)palladium(0)), [Cu]I (Copper(I) iodide). Run in O1CCOCC1 (1,4-Dioxane). Conditions: temperature 100 celsius. Yields the product ClC1=CC=C(CC2=C(N=C(O2)C2=CC=NC=C2)C(=O)OCC)C=C1 (Ethyl 5-(4-chlorobenzyl)-2-pyridin-4-yl-1,3-oxazole-4-carboxylate). Isolated yield 58.3%. As a reaction SMILES: [Cl:1][C:2]1[CH:19]=[CH:18][C:5]([CH2:6][C:7]2[O:11][C:10](I)=[N:9][C:8]=2[C:13]([O:15][CH2:16][CH3:17])=[O:14])=[CH:4][CH:3]=1.[Cl-].[Li+].C[Sn](C)(C)[C:24]1[CH:29]=[CH:28][N:27]=[CH:26][CH:25]=1>O1CCOCC1.C1C=CC([P]([Pd]([P](C2C=CC=CC=2)(C2C=CC=CC=2)C2C=CC=CC=2)([P](C2C=CC=CC=2)(C2C=CC=CC=2)C2C=CC=CC=2)[P](C2C=CC=CC=2)(C2C=CC=CC=2)C2C=CC=CC=2)(C2C=CC=CC=2)C2C=CC=CC=2)=CC=1.[Cu]I>[Cl:1][C:2]1[CH:19]=[CH:18][C:5]([CH2:6][C:7]2[O:11][C:10]([C:24]3[CH:29]=[CH:28][N:27]=[CH:26][CH:25]=3)=[N:9][C:8]=2[C:13]([O:15][CH2:16][CH3:17])=[O:14])=[CH:4][CH:3]=1 |f:1.2,^1:41,43,62,81|. Reported procedure: A mixture of Ethyl 5-(4-chlorobenzyl)-2-iodo-1,3-oxazole-4-carboxylate (261 mg, 0.666 mmol), Tetrakis(triphenylphosphine)palladium(0) (38.5 mg, 0.0333 mmol), Copper(I) iodide (38.1 mg, 0.200 mmol) and Lithium chloride (84.8 mg, 2.00 mmol) under atmosphere of argon was dissolved in 1,4-Dioxane (18 mL) and Trimethyl(4-pyridyl)tin (207 uL, 1.20 mmol) was added. The mixture was heated at 100° C. for 2 h. The mixture was evaporated and the residue was purified by chromatography to afford Ethyl 5-(4-c... The reactants are OC1=CC=C(C=2C(C3=C(C=CC(=C3C(C12)=O)[N+](=O)[O-])O)=O)[N+](=O)[O-] (1,5-dihydroxy-4,8-dinitroanthraquinone), C1(=CC=CC=C1)O (phenol). Solvent: S(O)(O)(=O)=O (sulfuric acid). Reaction conditions: temperature 70 celsius. Product: C1=CC=CC=2C(C3=CC=CC=C3C(C12)=O)=O (anthraquinone). As a reaction SMILES: O[C:2]1[C:15]2[C:14](=[O:16])[C:13]3[C:8](=[C:9](O)[CH:10]=[CH:11][C:12]=3[N+]([O-])=O)[C:7](=[O:21])[C:6]=2[C:5]([N+]([O-])=O)=[CH:4][CH:3]=1.C1(O)C=CC=CC=1>S(=O)(=O)(O)O>[CH:9]1[C:8]2[C:7](=[O:21])[C:6]3[C:15](=[CH:2][CH:3]=[CH:4][CH:5]=3)[C:14](=[O:16])[C:13]=2[CH:12]=[CH:11][CH:10]=1. Reported procedure: Referring to FIG. 1d for the preparation of the blue dichroic dye, R9 are defined as mentioned above. 1,5-dihydroxy-4,8-dinitroanthraquinone and H3BO3 are dissolved in concentrated sulfuric acid and allowed to react with phenol at a temperature between −5° C. and −10° C. The product is collected and dissolved in a solvent (such as acetone), then, potassium carbonate and 1-halo-alkane (may have a fluoride substitute, for example, 1-bromo-4-fluorobutane) are added and heated at 70° C. for reaction...